This data is from the Open Reaction Database (ORD), a public repository of structured organic reaction records. The task is: describe an organic reaction: reactants, conditions, products, and yield Run in CO (MeOH), C(Cl)Cl (CH2Cl2). Product: CC=1SC(=C(N1)C)CO (2,4-dimethylthiazole-5-methanol). As a reaction SMILES: C([O:3][C:4]([C:6]1[S:10][C:9]([CH3:11])=[N:8][C:7]=1[CH3:12])=O)C.[H-].C([Al+]CC(C)C)C(C)C.CCCCCC.CCOC(C)=O.Cl>C(Cl)Cl.CO>[CH3:11][C:9]1[S:10][C:6]([CH2:4][OH:3])=[C:7]([CH3:12])[N:8]=1 |f:1.2,3.4|. Reactants: Cl (HCl), C(C)OC(=O)C1=C(N=C(S1)C)C (ethyl-2,4-dimethylthiazole-5-carboxylate), CCCCCC.CCOC(=O)C (Hexane EtOAc), [H-].C(C(C)C)[Al+]CC(C)C (di-isobutylaluminum hydride). Conditions: temperature -78 celsius, time 14 hour. Reported procedure: A 3-neck 100 mL round-bottom flask under N2 atmosphere was charged with ethyl-2,4-dimethylthiazole-5-carboxylate (1.85 g, 10 mmol ) in anhydrous CH2Cl2 (20 mL). The mixture was cooled to −78° C. 22 mL of di-isobutylaluminum hydride (1.0 M in CH2Cl2) was added dropwise via syringe. The reaction was allowed to warm to room temperature slowly and stirred for 14 h. TLC (1:1 Hexane/EtOAc) showed no starting material. The reaction was cooled to 0° C. MeOH(2 mL) and then 1 M HCl (10 mL) were slowly add... Starting materials: C(CCC)=O (butyraldehyde), CN(C)C=O (DMF), BrC1=CC=2C=C3N(C2C=C1)CCN(C3)C(=O)OC(C)(C)C (tert-butyl 8-bromo-3,4-dihydropyrazino[1,2-a]indole-2(1H)-carboxylate), N1CCCC1 (pyrrolidine). Reagents/catalysts: C=1C=CC(=CC1)/C=C/C(=O)/C=C/C2=CC=CC=C2.C=1C=CC(=CC1)/C=C/C(=O)/C=C/C2=CC=CC=C2.[Pd] (Pd(dba)2), C=1C=CC(=CC1)P(C=2C=CC=CC2)C3=CC=C4C=CC=CC4=C3C5=C6C=CC=CC6=CC=C5P(C=7C=CC=CC7)C=8C=CC=CC8 (BINAP). Run in CCOC(=O)C (EtOAc). Run at temperature 115 celsius. The product is C(CCC)(=O)C1=CC=2C=C3N(C2C=C1)CCN(C3)C(=O)OC(C)(C)C (tert-Butyl 8-butyryl-3,4-dihydropyrazino[1,2-a]indole-2(1H)-carboxylate). Yield: 73.0%. Reaction SMILES: Br[C:2]1[CH:10]=[CH:9][C:8]2[N:7]3[CH2:11][CH2:12][N:13]([C:15]([O:17][C:18]([CH3:21])([CH3:20])[CH3:19])=[O:16])[CH2:14][C:6]3=[CH:5][C:4]=2[CH:3]=1.CN(C=O)C.N1CCCC1.[CH:32](=[O:36])[CH2:33][CH2:34][CH3:35]>CCOC(C)=O.C1C=CC(/C=C/C(/C=C/C2C=CC=CC=2)=O)=CC=1.C1C=CC(/C=C/C(/C=C/C2C=CC=CC=2)=O)=CC=1.[Pd].C1C=CC(P(C2C(C3C(P(C4C=CC=CC=4)C4C=CC=CC=4)=CC=C4C=3C=CC=C4)=C3C(C=CC=C3)=CC=2)C2C=CC=CC=2)=CC=1>[C:32]([C:2]1[CH:10]=[CH:9][C:8]2[N:7]3[CH2:11][CH2:12][N:13]([C:15]([O:17][C:18]([CH3:21])([CH3:20])[CH3:19])=[O:16])[CH2:14][C:6]3=[CH:5][C:4]=2[CH:3]=1)(=[O:36])[CH2:33][CH2:34][CH3:35] |f:5.6.7|. Procedure details: To a vial was added tert-butyl 8-bromo-3,4-dihydropyrazino[1,2-a]indole-2(1H)-carboxylate (1.4 g, 4.0 mmol), Pd(dba)2 (75 mg, 2 mol %), BINAP (75 mg, 3 mol %), and crushed 4 Å MS (2.0 g). The vial was evacuated and backfilled under argon. To the vial was then added DMF (15 mL), pyrrolidine (660 μL, 8.0 mmol), and butyraldehyde (1.0 mL, 12 mmol). The vial was then sealed under argon and heated to 115° C. for 6 h. The reaction mixture was then cooled to room temperature, diluted with EtOAc (50 mL)... Starting materials: ClC1=C(C=CC=C1)N1C(NCC2=CC(=CC=C12)C=1C=C(C(=O)NC2CC2)C=CC1C)=O (3-(1-(2-chlorophenyl)-2-oxo-1,2,3,4-tetrahydroquinazolin-6-yl)-N-cyclopropyl-4-methylbenzamide), C(#N)C1=C(C(=O)C(=C(C1=O)Cl)Cl)C#N (DDQ), C(Cl)Cl (DCM). Reaction conditions: time 3 hour. The product is C1(CC1)NC(C1=CC(=C(C=C1)Cl)C=1C=C2C=NC(N(C2=CC1)C1=C(C=CC=C1)C)=O)=O (N-cyclopropyl-4-chloro-3-(2-oxo-1-o-tolyl-1,2-dihydroquinazolin-6-yl)benzamide). Reaction SMILES: Cl[C:2]1[CH:7]=[CH:6][CH:5]=[CH:4][C:3]=1[N:8]1[C:17]2[C:12](=[CH:13][C:14]([C:18]3[CH:19]=[C:20]([CH:27]=[CH:28]C=3C)[C:21]([NH:23][CH:24]3[CH2:26][CH2:25]3)=[O:22])=[CH:15][CH:16]=2)[CH2:11][NH:10][C:9]1=[O:31].[C:32](C1C(=O)C(Cl)=C(Cl)C(=O)C=1C#N)#N.[CH2:46]([Cl:48])Cl>>[CH:24]1([NH:23][C:21](=[O:22])[C:20]2[CH:27]=[CH:28][C:46]([Cl:48])=[C:18]([C:14]3[CH:13]=[C:12]4[C:17](=[CH:16][CH:15]=3)[N:8]([C:3]3[CH:4]=[CH:5][CH:6]=[CH:7][C:2]=3[CH3:32])[C:9](=[O:31])[N:10]=[CH:11]4)[CH:19]=2)[CH2:26][CH2:25]1. Procedure details: To a stirred solution of 3-(1-(2-chlorophenyl)-2-oxo-1,2,3,4-tetrahydroquinazolin-6-yl)-N-cyclopropyl-4-methylbenzamide (0.1233 g, 285 μmol) in DCM was added DDQ (71 mg, 314 μmol) and the resulting dark-colored mixture was stirred at RT for 3 h. The reaction was quenched with NaHCO3(aq) and water (10 mL each) and the separated aqueous layer was extracted with 5% MeOH in DCM (3×6 mL). The combined organic layers were washed with, 1N NaOH(aq), brine, dried (Na2SO4), and concentrated to give the cr... Reactants: Cl.CN(CCCN=C=NCC)C (N-(3-dimethylaminopropyl)-N′-ethylcarbodiimide hydrochloride), FC=1C(=NC=CC1)C(=O)O (3-Fluoropyridine-2-carboxylic acid), Cl.CN(CCCN=C=NCC)C (N-(3-dimethylaminopropyl)-N′-ethylcarbodiimide hydrochloride), NC1=NC(=NC(=N1)NC1=CC=CC=C1)C(N)=NO (4-Amino-N′-hydroxy-6-(phenylamino)-1,3,5-triazine-2-carboximidamide), Intermediate 4. Solvent: N1=CC=CC=C1 (pyridine). Conditions: time 2 hour. Yields the product FC=1C(=NC=CC1)C1=NC(=NO1)C1=NC(=NC(=N1)NC1=CC=CC=C1)N (6-[5-(3-Fluoropyridin-2-yl)-1,2,4-oxadiazol-3-yl]-2-N-phenyl-1,3,5-triazine-2,4-diamine). The yield is 13.0%. Reaction SMILES: [F:1][C:2]1[C:3]([C:8]([OH:10])=O)=[N:4][CH:5]=[CH:6][CH:7]=1.Cl.CN(C)CCCN=C=NCC.[NH2:23][C:24]1[N:29]=[C:28]([NH:30][C:31]2[CH:36]=[CH:35][CH:34]=[CH:33][CH:32]=2)[N:27]=[C:26]([C:37](=[N:39]O)[NH2:38])[N:25]=1>N1C=CC=CC=1>[F:1][C:2]1[C:3]([C:8]2[O:10][N:39]=[C:37]([C:26]3[N:27]=[C:28]([NH:30][C:31]4[CH:36]=[CH:35][CH:34]=[CH:33][CH:32]=4)[N:29]=[C:24]([NH2:23])[N:25]=3)[N:38]=2)=[N:4][CH:5]=[CH:6][CH:7]=1 |f:1.2|. Procedure: 3-Fluoropyridine-2-carboxylic acid (1.75 g, 12.38 mmol) was dissolved in pyridine (15 mL) and N-(3-dimethylaminopropyl)-N′-ethylcarbodiimide hydrochloride (2.74 g, 14.28 mmol) was added. The mixture was stirred at room temperature for 2 h. 4-Amino-N′-hydroxy-6-(phenylamino)-1,3,5-triazine-2-carboximidamide (prepared in an analogous manner to Intermediate 4, 2.33 g, 9.52 mmol) was added and the mixture stirred at room temperature for 16 h. LCMS showed incomplete conversion, so further N-(3-dimeth... Reactants: BrC1=NC=C(C=C1)Cl (2-Bromo-5-chloropyridine), B(C=1C=CC(=CC1)C)(O)O (p-tolylboronic acid), C(=O)([O-])[O-].[Na+].[Na+] (Na2CO3). Reagents/catalysts: C=1C=CC(=CC1)[P](C=2C=CC=CC2)(C=3C=CC=CC3)[Pd]([P](C=4C=CC=CC4)(C=5C=CC=CC5)C=6C=CC=CC6)([P](C=7C=CC=CC7)(C=8C=CC=CC8)C=9C=CC=CC9)[P](C=1C=CC=CC1)(C=1C=CC=CC1)C=1C=CC=CC1 (tetrakis(triphenylphosphine)palladium). The solvent is C1(=CC=CC=C1)C.CCO (toluene EtOH). Conditions: temperature 90 celsius, time 24 hour. Product: ClC=1C=CC(=NC1)C1=CC=C(C=C1)C (5-chloro-2-p-tolyl-pyridine). Reaction SMILES: Br[C:2]1[CH:7]=[CH:6][C:5]([Cl:8])=[CH:4][N:3]=1.B(O)(O)[C:10]1[CH:11]=[CH:12][C:13]([CH3:16])=[CH:14][CH:15]=1.C([O-])([O-])=O.[Na+].[Na+]>C1(C)C=CC=CC=1.CCO.C1C=CC([P]([Pd]([P](C2C=CC=CC=2)(C2C=CC=CC=2)C2C=CC=CC=2)([P](C2C=CC=CC=2)(C2C=CC=CC=2)C2C=CC=CC=2)[P](C2C=CC=CC=2)(C2C=CC=CC=2)C2C=CC=CC=2)(C2C=CC=CC=2)C2C=CC=CC=2)=CC=1>[Cl:8][C:5]1[CH:6]=[CH:7][C:2]([C:10]2[CH:15]=[CH:14][C:13]([CH3:16])=[CH:12][CH:11]=2)=[N:3][CH:4]=1 |f:2.3.4,5.6,^1:38,40,59,78|. Procedure details: Bromine (18.0 ml, 353.7 mmol) is slowly added to a soln. of 2-amino-5-chloropyridine (15.0 g, 116.7 mmol) in 47% aq. HBr (75.0 ml) at −10° C. An aq. soln. of NaNO2 (28.1 g, 407.3 mmol) is slowly added. The mixture is stirred for 1 h at −10 to −5° C., then for 1 h at 5° C. The mixture is neutralised with 5M aq. NaOH soln. maintaining the temperature below 25° C. The precipitate is filtered and recrystallized from pentane to give 2-bromo-5-chloropyridine. 2-Bromo-5-chloropyridine (5.0 g, 26.0 mmol... Starting materials: CS(=O)(=O)c1ccc(CN)cc1, CO, CCCCC1CO1. Product: CCCCC(O)CNCc1ccc(S(C)(=O)=O)cc1. RXN SMILES: [CH3:1][S:2](=[O:3])(=[O:4])[c:5]1[cH:6][cH:7][c:8]([CH2:9][NH2:10])[cH:11][cH:12]1.[CH3:20][OH:21].[O:13]1[CH2:14][CH:15]1[CH2:16][CH2:17][CH2:18][CH3:19]>>[CH3:1][S:2](=[O:3])(=[O:4])[c:5]1[cH:6][cH:7][c:8]([CH2:9][NH:10][CH2:14][CH:15]([OH:13])[CH2:16][CH2:17][CH2:18][CH3:19])[cH:11][cH:12]1. Starting materials: CN(CCO)C(=O)c1ccc(Cl)c(N(C)C(=O)c2cc3c(s2)-c2ccc(Br)cc2OCC3)c1, O=C([O-])[O-], CN, Cc1ccccc1, Cl, [Na+], [Na+], CC(=O)[O-], CC(=O)[O-], [Pd+2]. Product: CNC(=O)c1ccc2c(c1)OCCc1cc(C(=O)N(C)c3cc(C(=O)N(C)CCO)ccc3Cl)sc1-2. RXN SMILES: [Br:1][c:2]1[cH:3][cH:4][c:5]2[c:6]([cH:33]1)[O:7][CH2:8][CH2:9][c:10]1[c:11]-2[s:12][c:13]([C:15](=[O:16])[N:17]([CH3:18])[c:19]2[c:20]([Cl:32])[cH:21][cH:22][c:23]([C:25]([N:26]([CH3:27])[CH2:28][CH2:29][OH:30])=[O:31])[cH:24]2)[cH:14]1.[C:37]([O-:38])([O-:39])=[O:40].[CH3:34][NH2:35].[CH3:43][c:44]1[cH:45][cH:46][cH:47][cH:48][cH:49]1.[ClH:36].[Na+:41].[Na+:42].[O-:51][C:52]([CH3:53])=[O:54].[O-:55][C:56]([CH3:57])=[O:58].[Pd+2:50]>>[c:2]1([C:37]([NH:35][CH3:34])=[O:40])[cH:3][cH:4][c:5]2[c:6]([cH:33]1)[O:7][CH2:8][CH2:9][c:10]1[c:11]-2[s:12][c:13]([C:15](=[O:16])[N:17]([CH3:18])[c:19]2[c:20]([Cl:32])[cH:21][cH:22][c:23]([C:25]([N:26]([CH3:27])[CH2:28][CH2:29][OH:30])=[O:31])[cH:24]2)[cH:14]1.